Dataset: the Open Reaction Database (ORD), a public repository of structured organic reaction records. Task: describe an organic reaction: reactants, conditions, products, and yield The reactants are BrC=1C=NN(C1C1=C(C=CC(=C1)[N+](=O)[O-])OCC)C (4-bromo-5-(2-ethoxy-5-nitro-phenyl)-1-methyl-1H-pyrazole), O.O.Cl[Sn]Cl (SnCl2.2H2O), CCO (EtOH). Product: BrC1=C(N(N=C1)C)C=1C=C(C=CC1OCC)N (3-(4-Bromo-2-methyl-2H-pyrazol-3-yl)-4-ethoxy-phenylamine). Reaction SMILES: [Br:1][C:2]1[CH:3]=[N:4][N:5]([CH3:19])[C:6]=1[C:7]1[CH:12]=[C:11]([N+:13]([O-])=O)[CH:10]=[CH:9][C:8]=1[O:16][CH2:17][CH3:18].O.O.Cl[Sn]Cl.CCO>>[Br:1][C:2]1[CH:3]=[N:4][N:5]([CH3:19])[C:6]=1[C:7]1[CH:12]=[C:11]([NH2:13])[CH:10]=[CH:9][C:8]=1[O:16][CH2:17][CH3:18] |f:1.2.3|. Procedure: 3-(4-Bromo-2-methyl-2H-pyrazol-3-yl)-4-ethoxy-phenylamine was prepared in a similar manner as described in Example 1.1 using 4-bromo-5-(2-ethoxy-5-nitro-phenyl)-1-methyl-1H-pyrazole, SnCl2.2H2O in EtOH [0.225 g, 0.76 mmol, 81% for three steps from 2-(2-methyl-2H-pyrazol-3-yl)-4-nitro-phenol]. LCMS m/z (%)=296 (M+H79Br, 100), 298 (M+H81Br, 98). 1H NMR (400 MHz, CDCl3) δ: 7.52 (s, 1H), 6.86 (d, J=8.7 Hz, 1H), 6.77 (dd, J=2.2, 8.5 Hz, 1H), 6.62 (d, J=2.3 Hz, 1H), 3.82-4.00 (m, 2H), 3.73 (s, 3H), 3.... Yields the product COC(=O)c1cccc(Br)c1CBr. RXN SMILES: [Br:13][N:14]1[C:15](=[O:16])[CH2:17][CH2:18][C:19]1=[O:20].[Br:1][c:2]1[c:3]([CH3:12])[c:4]([C:5](=[O:6])[O:7][CH3:8])[cH:9][cH:10][cH:11]1.[CH3:21][C:22]#[N:23]>>[Br:1][c:2]1[c:3]([CH2:12][Br:13])[c:4]([C:5](=[O:6])[O:7][CH3:8])[cH:9][cH:10][cH:11]1. Starting materials: O=C1CCC(=O)N1Br, COC(=O)c1cccc(Br)c1C, CC#N.